Dataset: the Open Reaction Database (ORD), a public repository of structured organic reaction records. Task: describe an organic reaction: reactants, conditions, products, and yield Yields the product C1=C(C=CC2=CC=CC=C12)OCCCOC1=C(C2=C(C(CC(O2)(CCC(=O)O)CCC(=O)O)=O)C=C1)CCC (3,4-dihydro-7-[3-(2-naphthalenyloxy)propoxy]-4-oxo-8-propyl-2H-1-benzopyran-2,2-dipropanoic acid). As a reaction SMILES: [CH:1]1[C:10]2[C:5](=[CH:6][CH:7]=[CH:8][CH:9]=2)[CH:4]=[CH:3][C:2]=1[O:11][CH2:12][CH2:13][CH2:14][O:15][C:16]1[CH:40]=[CH:39][C:19]2[C:20](=[O:38])[CH2:21][C:22]([CH2:31][CH2:32][C:33]([O:35]CC)=[O:34])([CH2:24][CH2:25][C:26]([O:28]CC)=[O:27])[O:23][C:18]=2[C:17]=1[CH2:41][CH2:42][CH3:43].ClC1C=CC(OCCCOC2C=CC3C(=O)CC(CCC(OCC)=O)(CCC(OCC)=O)OC=3C=2CCC)=CC=1>>[CH:1]1[C:10]2[C:5](=[CH:6][CH:7]=[CH:8][CH:9]=2)[CH:4]=[CH:3][C:2]=1[O:11][CH2:12][CH2:13][CH2:14][O:15][C:16]1[CH:40]=[CH:39][C:19]2[C:20](=[O:38])[CH2:21][C:22]([CH2:31][CH2:32][C:33]([OH:35])=[O:34])([CH2:24][CH2:25][C:26]([OH:28])=[O:27])[O:23][C:18]=2[C:17]=1[CH2:41][CH2:42][CH3:43]. Procedure: The title compound was prepared by the method of Example 22 substituting 539 mg of the title product of Example 23 for the title product of Example 21. Crystallization from 5:1 ethyl acetate:hexane yielded 303 mg, m.p. 157.5°-158° C. Reactants: C1=C(C=CC2=CC=CC=C12)OCCCOC1=C(C2=C(C(CC(O2)(CCC(=O)OCC)CCC(=O)OCC)=O)C=C1)CCC (diethyl 3,4-dihydro-7-[3-(2-naphthalenyloxy)propoxy]-4-oxo-8-propyl-2H-1-benzopyran-2,2-dipropanoate), ClC1=CC=C(OCCCOC2=C(C3=C(C(CC(O3)(CCC(=O)OCC)CCC(=O)OCC)=O)C=C2)CCC)C=C1 (diethyl 3,4-dihydro-7-[3-(4-chlorophenoxy)propoxy]-4-oxo-8-propyl-2H-1-benzopyran-2,2-dipropanoate). Reactants: CCOC(=O)CC1CC2C(CCC3(C)C(=O)CCC23)c2ccc(OC(C)=O)cc21, C=C(C)OC(C)=O, ClCCl, CC(=O)OC(C)=O, c1ccncc1. The product is CCOC(=O)CC1CC2C(CCC3(C)C(OC(C)=O)=CCC23)c2ccc(OC(C)=O)cc21. As a reaction SMILES: [C:14]([CH3:15])(=[O:16])[O:17][c:18]1[cH:19][c:20]2[c:33]([cH:34][cH:35]1)[CH:32]1[CH:23]([CH2:22][CH:21]2[CH2:37][C:38](=[O:39])[O:40][CH2:41][CH3:42])[CH:24]2[CH2:25][CH2:26][C:27](=[O:36])[C:28]2([CH3:29])[CH2:30][CH2:31]1.[C:43]([O:44][C:45]([CH3:46])=[CH2:47])(=[O:48])[CH3:49].[CH2:50]([Cl:51])[Cl:52].[CH3:1][C:2](=[O:3])[O:4][C:5](=[O:6])[CH3:7].[cH:8]1[cH:9][cH:10][n:11][cH:12][cH:13]1>>[CH3:1][C:2](=[O:3])[O:36][C:27]1=[CH:26][CH2:25][CH:24]2[CH:23]3[CH2:22][CH:21]([CH2:37][C:38](=[O:39])[O:40][CH2:41][CH3:42])[c:20]4[cH:19][c:18]([O:17][C:14]([CH3:15])=[O:16])[cH:35][cH:34][c:33]4[CH:32]3[CH2:31][CH2:30][C:28]21[CH3:29].